From a dataset of the Open Reaction Database (ORD), a public repository of structured organic reaction records. describe an organic reaction: reactants, conditions, products, and yield Reactants: COC(COC1=CC(=C(C=C1)C1=NC2=C(N1)C=C(C=C2)C(NC2=CC(=C(C=C2)C)C)=O)Cl)=O ({3-chloro-4-[6-(3,4-dimethylphenylcarbamoyl)-1H-benzoimidazol-2-yl]-phenoxy}-acetic acid methyl ester), [OH-].[Na+] (NaOH), Cl (HCl). Solvent: CO (MeOH). Conditions: time 3 hour. Yields the product ClC=1C=C(OCC(=O)O)C=CC1C1=NC2=C(N1)C=C(C=C2)C(NC2=CC(=C(C=C2)C)C)=O ({3-Chloro-4-[6-(3,4-dimethylphenylcarbamoyl)-1H-benzoimidazol-2-yl]-phenoxy}-acetic acid). Reaction SMILES: C[O:2][C:3](=[O:33])[CH2:4][O:5][C:6]1[CH:11]=[CH:10][C:9]([C:12]2[NH:16][C:15]3[CH:17]=[C:18]([C:21](=[O:31])[NH:22][C:23]4[CH:28]=[CH:27][C:26]([CH3:29])=[C:25]([CH3:30])[CH:24]=4)[CH:19]=[CH:20][C:14]=3[N:13]=2)=[C:8]([Cl:32])[CH:7]=1.[OH-].[Na+].Cl>CO>[Cl:32][C:8]1[CH:7]=[C:6]([CH:11]=[CH:10][C:9]=1[C:12]1[NH:16][C:15]2[CH:17]=[C:18]([C:21](=[O:31])[NH:22][C:23]3[CH:28]=[CH:27][C:26]([CH3:29])=[C:25]([CH3:30])[CH:24]=3)[CH:19]=[CH:20][C:14]=2[N:13]=1)[O:5][CH2:4][C:3]([OH:33])=[O:2] |f:1.2|. Procedure details: To a solution of {3-chloro-4-[6-(3,4-dimethylphenylcarbamoyl)-1H-benzoimidazol-2-yl]-phenoxy}-acetic acid methyl ester (100 mg, 0.21 mmol) in MeOH (3 mL) was added 1N NaOH (3 mL) and the solution was stirred at ambient temperature for 3 h. The solution was carefully acidified to pH 3-4 with 1N HCl and the suspension was filtered, washed with water, and the white solid was dried in vacuum oven to give the title compound. 1H NMR (Methanol-d4, 400 MHz): δ 8.26 (s, 1H), 7.92 (dd, 1H), 7.84 (d, 2H), ... Reactants: [H-].[Al+3].[Li+].[H-].[H-].[H-] (Lithium aluminum hydride), COC1=CC=2CC[C@H]3[C@@H]4C(CC([C@@]4(C)CC[C@@H]3C2C=C1)=O)(C)C (3-Methoxy-15,15-dimethylestra-1,3,5(10)-trien-17-one), C(O)([O-])=O.[Na+] (sodium hydrogen carbonate). The solvent is O1CCCC1 (tetrahydrofuran). Run at temperature 0 celsius, time 5 minute. Yields the product COC1=CC=2CC[C@H]3[C@@H]4C(C[C@@H]([C@@]4(C)CC[C@@H]3C2C=C1)O)(C)C (3-Methoxy-15,15-dimethylestra-1,3,5(10)-trien-17β-ol). The yield is 85.5%. RXN SMILES: [H-].[Al+3].[Li+].[H-].[H-].[H-].[CH3:7][O:8][C:9]1[CH:26]=[CH:25][C:24]2[C@@H:23]3[C@H:14]([C@H:15]4[C@@:19]([CH2:21][CH2:22]3)([CH3:20])[C:18](=[O:27])[CH2:17][C:16]4([CH3:29])[CH3:28])[CH2:13][CH2:12][C:11]=2[CH:10]=1.C(=O)([O-])O.[Na+]>O1CCCC1>[CH3:7][O:8][C:9]1[CH:26]=[CH:25][C:24]2[C@@H:23]3[C@H:14]([C@H:15]4[C@@:19]([CH2:21][CH2:22]3)([CH3:20])[C@@H:18]([OH:27])[CH2:17][C:16]4([CH3:29])[CH3:28])[CH2:13][CH2:12][C:11]=2[CH:10]=1 |f:0.1.2.3.4.5,7.8|. Procedure: Lithium aluminum hydride (30 mg; 0.79 mmol) was added to a solution of the dimethyl ketone (4) (50 mg; 0.16 mmol) in dry tetrahydrofuran (2 ml) at 0° C. The mixture was stirred at 0° C. for 5 min. Saturated aqueous sodium hydrogen carbonate was added and the mixture was filtered. Work-up of the filtrate (ethyl acetate) gave 3-methoxy-15,15-dimethylestra-1,3,5(10)-trien-17β-ol (12) (43 mg; 85%), m.p. 87°-91° C. (from chloroform-hexane), [α]D +75° (c 1.1); νmax 3606 cm-1 (OH); δ0.92 (3H, s, 13β-Me... The reactants are OC1=CC=C(C=C1)CC(C)NCCC(C1=CC=CC=C1)C1=CC=CC=C1 (1-(4-hydroxyphenyl)-2-(3,3-diphenylpropylamino)-propane), [OH-].[Na+] (sodium hydroxide), CS(=O)C (dimethylsulphoxide), CC=1C=CC(=NC1)CCl (5-methyl-2-pyridylmethyl chloride), O (water). Run at time 24 hour. The product is C(\C=C/C(=O)O)(=O)O.CC=1C=CC(=NC1)COC1=CC=C(C=C1)CC(C)NCCC(C1=CC=CC=C1)C1=CC=CC=C1 (1-[4-(5-methyl-2-pyridylmethoxy)-phenyl]-2-(3,3-diphenylpropylamino)propane maleate). RXN SMILES: [OH:1][C:2]1[CH:7]=[CH:6][C:5]([CH2:8][CH:9]([NH:11][CH2:12][CH2:13][CH:14]([C:21]2[CH:26]=[CH:25][CH:24]=[CH:23][CH:22]=2)[C:15]2[CH:20]=[CH:19][CH:18]=[CH:17][CH:16]=2)[CH3:10])=[CH:4][CH:3]=1.[OH-:27].[Na+].CS(C)=[O:31].[CH3:33][C:34]1[CH:35]=[CH:36][C:37]([CH2:40]Cl)=[N:38][CH:39]=1.[OH2:42]>>[C:2]([OH:1])(=[O:31])/[CH:7]=[CH:6]\[C:5]([OH:42])=[O:27].[CH3:33][C:34]1[CH:35]=[CH:36][C:37]([CH2:40][O:1][C:2]2[CH:3]=[CH:4][C:5]([CH2:8][CH:9]([NH:11][CH2:12][CH2:13][CH:14]([C:21]3[CH:22]=[CH:23][CH:24]=[CH:25][CH:26]=3)[C:15]3[CH:16]=[CH:17][CH:18]=[CH:19][CH:20]=3)[CH3:10])=[CH:6][CH:7]=2)=[N:38][CH:39]=1 |f:1.2,6.7|. Reported procedure: The mixture of 21.76 g of dl-1-(4-hydroxyphenyl)-2-(3,3-diphenylpropylamino)-propane, 6.3 ml of 10 N aqueous sodium hydroxide and 100 ml of dimethylsulphoxide is stirred at 60° for 2 hours, whereupon 8.91 g of 5-methyl-2-pyridylmethyl chloride are added. The whole is stirred at ambient temperature for 24 hours, diluted with 400 ml of water and extracted with methylene chloride. The extract is dried, evaporated, the residual oil taken up in isopropanol and the solution acidified with maleic acid ...